From a dataset of the Open Reaction Database (ORD), a public repository of structured organic reaction records. describe an organic reaction: reactants, conditions, products, and yield The reactants are C(C)OC(CC(=O)C=CC1=CC=CS1)=O (then-2-ylideneacetoacetic acid ethyl ester), C(=O)(OCC)C=C1NCCN1 (2-carbethoxymethylideneimidazolidine). The solvent is C(C)O (ethanol), C(C)O (ethanol). Product: C(C)OC(=O)C=1C(C(=C2N(C1C)CCN2)C(=O)OCC)CC2=CC=CS2 (5-methyl-7-(then-2-yl)-1,2,3,7-tetrahydroimidazolo[1,2-a]pyridine-6,8-dicarboxylic acid diethyl ester). Yield: 72.0%. RXN SMILES: C(O[C:4](=O)[CH2:5][C:6]([CH:8]=[CH:9][C:10]1[S:14][CH:13]=[CH:12][CH:11]=1)=O)C.[C:16]([CH:21]=[C:22]1[NH:26][CH2:25][CH2:24][NH:23]1)([O:18][CH2:19][CH3:20])=[O:17]>C(O)C>[CH2:19]([O:18][C:16]([C:6]1[CH:8]([CH2:9][C:10]2[S:14][CH:13]=[CH:12][CH:11]=2)[C:21]([C:16]([O:18][CH2:19][CH3:20])=[O:17])=[C:22]2[NH:23][CH2:24][CH2:25][N:26]2[C:5]=1[CH3:4])=[O:17])[CH3:20]. Procedure: Boiling a solution of 7.4 g of then-2-ylideneacetoacetic acid ethyl ester and 5.2 g of 2-carbethoxymethylideneimidazolidine in 60 ml of ethanol for 6 hours yields 5-methyl-7-(then-2-yl)-1,2,3,7-tetrahydroimidazolo[1,2-a]pyridine-6,8-dicarboxylic acid diethyl ester of melting point 134°C (ethanol). Starting materials: Cl.CNOC (N,O-Dimethylhydroxylamine hydrochloride), C(=O)C1=CC=C(C=C1)C1=CSC2NC(C(=C(C21)O)C#N)=O (3-(4-Formyl-phenyl)-4-hydroxy-6-oxo-3a,6,7,7a-tetrahydro-thieno[2,3-b]pyridine-5-carbonitrile), C(C)(=O)[O-].[Na+] (sodium acetate). Run in O (water). The product is C(#N)C1=C(C2C(NC1=O)SC=C2C2=CC=C(C=NOCC(=O)O)C=C2)O ([4-(5-Cyano-4-hydroxy-6-oxo-3a,6,7,7a-tetrahydro-thieno[2,3-b]pyridin-3-yl)-benzylideneaminooxy]-acetic acid). RXN SMILES: Cl.[CH3:2][NH:3][O:4][CH3:5].C([C:8]1[CH:13]=[CH:12][C:11]([C:14]2[CH:22]3[CH:17]([NH:18][C:19](=[O:26])[C:20]([C:24]#[N:25])=[C:21]3[OH:23])[S:16][CH:15]=2)=[CH:10][CH:9]=1)=O.[C:27]([O-:30])(=[O:29])C.[Na+]>O>[C:24]([C:20]1[C:19](=[O:26])[NH:18][CH:17]2[S:16][CH:15]=[C:14]([C:11]3[CH:10]=[CH:9][C:8]([CH:2]=[N:3][O:4][CH2:5][C:27]([OH:30])=[O:29])=[CH:13][CH:12]=3)[CH:22]2[C:21]=1[OH:23])#[N:25] |f:0.1,3.4|. Procedure details: N,O-Dimethylhydroxylamine hydrochloride (0.067 g, 0.3 mmol) was added to a room temperature solution of 3-(4-Formyl-phenyl)-4-hydroxy-6-oxo-3a,6,7,7a-tetrahydro-thieno[2,3-b]pyridine-5-carbonitrile (0.1 g, 0.29 mmol) and sodium acetate (0.025 g, 0.3 mmol) in 1:1:1 mixture of methanoldioxane/water (6 mL). The reaction mixture was quenched with 3N HCl after complete reaction, extracted with ethyl acetate (3×20 mL), organic extracts washed with brine, dried (MgSO4) and concentrated to a brown solid... Starting materials: BrB(Br)Br, CCCCCc1c(-c2ccccc2)n(C)c2ccc(-c3ccc(OC)cc3)cc12, ClCCl. Yields the product CCCCCc1c(-c2ccccc2)n(C)c2ccc(-c3ccc(O)cc3)cc12. As a reaction SMILES: [B:30]([Br:31])([Br:32])[Br:33].[CH3:1][O:2][c:3]1[cH:4][cH:5][c:6](-[c:9]2[cH:10][c:11]3[c:12]([CH2:25][CH2:26][CH2:27][CH2:28][CH3:29])[c:13](-[c:19]4[cH:20][cH:21][cH:22][cH:23][cH:24]4)[n:14]([CH3:18])[c:15]3[cH:16][cH:17]2)[cH:7][cH:8]1.[Cl:34][CH2:35][Cl:36]>>[OH:2][c:3]1[cH:4][cH:5][c:6](-[c:9]2[cH:10][c:11]3[c:12]([CH2:25][CH2:26][CH2:27][CH2:28][CH3:29])[c:13](-[c:19]4[cH:20][cH:21][cH:22][cH:23][cH:24]4)[n:14]([CH3:18])[c:15]3[cH:16][cH:17]2)[cH:7][cH:8]1. Starting materials: COC(=O)C1=CC=C(C=C1)NC(=O)NN1CCC=CC1 (N-[[(4-methoxycarbonylphenyl)-carbamoyl]amino]-1,2,3,6-tetrahydropyridine), [OH-].[Na+] (sodium hydroxide). The solvent is CO (methanol), C(Cl)(Cl)Cl (chloroform). Yields the product C(=O)(O)C1=CC=C(C=C1)NC(=O)NN1CCC=CC1 (N-[[(4-carboxyphenyl)-carbamoyl]amino]-1,2,3,6-tetrahydropyridine). Yield: 56.6%. As a reaction SMILES: C[O:2][C:3]([C:5]1[CH:10]=[CH:9][C:8]([NH:11][C:12]([NH:14][N:15]2[CH2:20][CH:19]=[CH:18][CH2:17][CH2:16]2)=[O:13])=[CH:7][CH:6]=1)=[O:4].[OH-].[Na+]>CO.C(Cl)(Cl)Cl>[C:3]([C:5]1[CH:6]=[CH:7][C:8]([NH:11][C:12]([NH:14][N:15]2[CH2:16][CH:17]=[CH:18][CH2:19][CH2:20]2)=[O:13])=[CH:9][CH:10]=1)([OH:4])=[O:2] |f:1.2|. Reported procedure: To a solution of N-[[(4-methoxycarbonylphenyl)-carbamoyl]amino]-1,2,3,6-tetrahydropyridine (1.21 g) in a mixture of methanol (30 ml) and chloroform (30 ml) was added. 1N sodium hydroxide (10 ml) and the mixture was stirred at ambient temperature for 18 hours. After evaporation of the solvent, the residue was extracted with chloroform (20 ml×3). The extract was washed with water, dried over magnesium sulfate and concentrated in vacuo. The residue was purified by column chromatography on silica ge... Starting materials: C1(CCCCC1)C1=C(C=C(C(=C1)OC)OC(C)C)C(C)=O (2′-Cyclohexyl-5′-isopropoxy-4′-methoxyacetophenone), [Al+3].[Cl-].[Cl-].[Cl-] (AlCl3). The solvent is C(Cl)Cl (CH2Cl2). Conditions: temperature 18 celsius, time 2.5 hour. The product is C1(CCCCC1)C1=C(C=C(C(=C1)OC)O)C(C)=O (2′-Cyclohexyl-5′-hydroxy-4′-methoxyacetophenone). Yield: 72.6%. As a reaction SMILES: [CH:1]1([C:7]2[CH:12]=[C:11]([O:13][CH3:14])[C:10]([O:15]C(C)C)=[CH:9][C:8]=2[C:19](=[O:21])[CH3:20])[CH2:6][CH2:5][CH2:4][CH2:3][CH2:2]1.[Al+3].[Cl-].[Cl-].[Cl-]>C(Cl)Cl>[CH:1]1([C:7]2[CH:12]=[C:11]([O:13][CH3:14])[C:10]([OH:15])=[CH:9][C:8]=2[C:19](=[O:21])[CH3:20])[CH2:2][CH2:3][CH2:4][CH2:5][CH2:6]1 |f:1.2.3.4|. Reported procedure: A solution of ketone 52 (50 mg, 0.172 mmol) in dry CH2Cl2 (1.5 mL) was treated with AlCl3 (0.069 mg, 0.517 mmol) and the resulting mixture stirred magnetically at 18° C. under a nitrogen atmosphere for 2.5 h then partitioned between H2O (10 mL) and CH2Cl2 (10 mL). The separated aqueous phase was extracted with CH2Cl2 (1×10 mL) and the combined organic fractions dried (MgSO4), filtered and concentrated, under reduced pressure, onto TLC-grade silica (ca. 80 mg). The resulting free-flowing solid wa... Starting materials: CN(C1CN(C1)C1=CC(=C(C=C1[N+](=O)[O-])NC1=NC=CC(=N1)C=1C=NN2C1CCCC2)OC)C (N-[4-(3-dimethylaminoazetidin-1-yl)-2-methoxy-5-nitrophenyl]-4-(4,5,6,7-tetrahydropyrazolo[1,5-a]pyridin-3-yl)pyrimidin-2-amine), CN(C1CN(C1)C1=CC(=C(C=C1[N+](=O)[O-])NC1=NC=CC(=N1)C=1C=NN2C1CCCC2)OC)C (N-[4-(3-dimethylaminoazetidin-1-yl)-2-methoxy-5-nitrophenyl]-4-(4,5,6,7-tetrahydropyrazolo[1,5-a]pyridin-3-yl)pyrimidin-2-amine), [NH4+].[Cl-] (NH4Cl). The reagents and catalysts are [Fe] (iron). The solvent is C(C)O (ethanol), O (water). The product is CN(C1CN(C1)C1=C(C=C(C(=C1)OC)NC1=NC=CC(=N1)C=1C=NN2C1CCCC2)N)C (4-(3-Dimethylaminoazetidin-1-yl)-6-methoxy-N-[4-(4,5,6,7-tetrahydropyrazolo[1,5-a]pyridin-3-yl)pyrimidin-2-yl]benzene-1,3-diamine). The yield is 91.2%. Reaction SMILES: [CH3:1][N:2]([CH3:34])[CH:3]1[CH2:6][N:5]([C:7]2[C:12]([N+:13]([O-])=O)=[CH:11][C:10]([NH:16][C:17]3[N:22]=[C:21]([C:23]4[CH:24]=[N:25][N:26]5[CH2:31][CH2:30][CH2:29][CH2:28][C:27]=45)[CH:20]=[CH:19][N:18]=3)=[C:9]([O:32][CH3:33])[CH:8]=2)[CH2:4]1.[NH4+].[Cl-]>C(O)C.O.[Fe]>[CH3:34][N:2]([CH3:1])[CH:3]1[CH2:4][N:5]([C:7]2[CH:8]=[C:9]([O:32][CH3:33])[C:10]([NH:16][C:17]3[N:22]=[C:21]([C:23]4[CH:24]=[N:25][N:26]5[CH2:31][CH2:30][CH2:29][CH2:28][C:27]=45)[CH:20]=[CH:19][N:18]=3)=[CH:11][C:12]=2[NH2:13])[CH2:6]1 |f:1.2|. Procedure: A mixture of N-[4-(3-dimethylaminoazetidin-1-yl)-2-methoxy-5-nitrophenyl]-4-(4,5,6,7-tetrahydropyrazolo[1,5-a]pyridin-3-yl)pyrimidin-2-amine (Intermediate 140, 130 mg, 0.28 mmol), iron (94 mg, 1.68 mmol) and NH4Cl (10.48 mg, 0.20 mmol) in ethanol (12 mL) and water (4 mL) was heated at reflux for 2.5 h. The mixture was allowed to cool to r.t., filtered and concentrated in vacuo. Part-purification by ion exchange chromatography, using an SCX column, eluting with 0.7M methanolic ammonia provided cr...